From a dataset of the Open Reaction Database (ORD), a public repository of structured organic reaction records. describe an organic reaction: reactants, conditions, products, and yield Starting materials: CCOC(C)=O, CCO, Clc1ccccc1OCC1CO1, NC1CCc2ccccc2C1. Product: OC(CNC1CCc2ccccc2C1)COc1ccccc1Cl. As a reaction SMILES: [CH3:24][CH2:25][O:26][C:27](=[O:28])[CH3:29].[CH3:30][CH2:31][OH:32].[Cl:1][c:2]1[c:3]([O:4][CH2:5][CH:6]2[CH2:7][O:8]2)[cH:9][cH:10][cH:11][cH:12]1.[NH2:13][CH:14]1[CH2:15][c:16]2[cH:17][cH:18][cH:19][cH:20][c:21]2[CH2:22][CH2:23]1>>[Cl:1][c:2]1[c:3]([O:4][CH2:5][CH:6]([CH2:7][NH:13][CH:14]2[CH2:15][c:16]3[cH:17][cH:18][cH:19][cH:20][c:21]3[CH2:22][CH2:23]2)[OH:8])[cH:9][cH:10][cH:11][cH:12]1. As a reaction SMILES: [OH:1][C:2]1[C:10]([OH:11])=[CH:9][CH:8]=[CH:7][C:3]=1[C:4]([OH:6])=[O:5].[CH3:12]O>S(=O)(=O)(O)O>[OH:1][C:2]1[C:10]([OH:11])=[CH:9][CH:8]=[CH:7][C:3]=1[C:4]([O:6][CH3:12])=[O:5]. Conditions: temperature 60 celsius. Procedure details: A mixture of 2,3-dihydroxybenzoic acid (5 g), methanol (50 ml) and concentrated sulphuric acid (10 drops) was stirred and heated to 60° C. for 24 hours. The mixture was evaporated and the residue was taken up in ethyl acetate. The organic solution was washed with a saturated solution of sodium bicarbonate, dried over magnesium sulphate and evaporated to give methyl 2,3-dihydroxybenzoate (2.19 g); NMR Spectrum: (CDCl3) 3.95 (s, 3H), 5.7 (s, 1H), 6.8 (t, 1H), 7.15 (d, H), 7.35 (d, H). Reagents/catalysts: S(O)(O)(=O)=O (sulphuric acid). The product is OC1=C(C(=O)OC)C=CC=C1O (methyl 2,3-dihydroxybenzoate). Starting materials: OC1=C(C(=O)O)C=CC=C1O (2,3-dihydroxybenzoic acid), CO (methanol). Starting materials: [OH-].[Na+] (sodium hydroxide), FC1=C(C(=O)N[C@H](C(=O)OCC)CC2=CC=C(C=C2)C2=C(C=C(C=C2OC)COCC)OC)C(=CC=C1)F (ethyl (αS)-α-[(2,6-difluorobenzoyl)amino]-4′-ethoxymethyl-2′,6′-dimethoxy(1,1′-biphenyl)-4-propionate), Cl (HCl). Run in O.O1CCCC1 (water tetrahydrofuran). Reaction conditions: time 4 hour. Yields the product FC1=C(C(=O)N[C@H](C(=O)O)CC2=CC=C(C=C2)C2=C(C=C(C=C2OC)COCC)OC)C(=CC=C1)F ((αS)-α-[(2,6-difluorobenzoyl)amino]-4′-ethoxymethyl-2′,6′-dimethoxy(1,1′-biphenyl)-4-propionic acid). The yield is 96.0%. RXN SMILES: [OH-].[Na+].[F:3][C:4]1[CH:39]=[CH:38][CH:37]=[C:36]([F:40])[C:5]=1[C:6]([NH:8][C@@H:9]([CH2:15][C:16]1[CH:21]=[CH:20][C:19]([C:22]2[C:27]([O:28][CH3:29])=[CH:26][C:25]([CH2:30][O:31][CH2:32][CH3:33])=[CH:24][C:23]=2[O:34][CH3:35])=[CH:18][CH:17]=1)[C:10]([O:12]CC)=[O:11])=[O:7].Cl>O.O1CCCC1>[F:3][C:4]1[CH:39]=[CH:38][CH:37]=[C:36]([F:40])[C:5]=1[C:6]([NH:8][C@@H:9]([CH2:15][C:16]1[CH:17]=[CH:18][C:19]([C:22]2[C:23]([O:34][CH3:35])=[CH:24][C:25]([CH2:30][O:31][CH2:32][CH3:33])=[CH:26][C:27]=2[O:28][CH3:29])=[CH:20][CH:21]=1)[C:10]([OH:12])=[O:11])=[O:7] |f:0.1,4.5|. Procedure: To a solution of sodium hydroxide (2.9 g) in water-tetrahydrofuran (317 ml-159 ml) was added ethyl (αS)-α-[(2,6-difluorobenzoyl)amino]-4′-ethoxymethyl-2′,6′-dimethoxy(1,1′-biphenyl)-4-propionate (31.7 g) at 15° C. and the mixture was stirred for 4 hours at the same temperature. After neutralizing with 1N HCl, the organic solvent was removed in vacuo. The aqueous layer was cooled, the crystalline precipitates were collected by filtration and recrystallized from ethanol-water to yield (αS)-α-[(2,6... Starting materials: C=CC(=O)OCC, Cl, CCOC(=O)CN, [Na+], [OH-], O. Yields the product CCOC(=O)CCNCC(=O)OCC. Reaction SMILES: [C:11]([CH:12]=[CH2:13])(=[O:14])[O:15][CH2:16][CH3:17].[ClH:3].[NH2:4][CH2:5][C:6](=[O:7])[O:8][CH2:9][CH3:10].[Na+:2].[OH-:1].[OH2:18]>>[NH:4]([CH2:5][C:6](=[O:7])[O:8][CH2:9][CH3:10])[CH2:13][CH2:12][C:11](=[O:14])[O:15][CH2:16][CH3:17]. Starting materials: CC(C)(C)c1cc(C(=O)O)cc(C(C)(C)C)c1O, CCN=C=NCCCN(C)C, ClCCl, Cl, NCCCSc1ccncc1, O=C1CCC(=O)N1O. Product: CC(C)(C)c1cc(C(=O)NCCCSc2ccncc2)cc(C(C)(C)C)c1O. Reaction SMILES: [C:1]([CH3:2])([CH3:3])([CH3:4])[c:5]1[cH:6][c:7]([C:8](=[O:9])[OH:10])[cH:11][c:12]([C:15]([CH3:16])([CH3:17])[CH3:18])[c:13]1[OH:14].[CH2:28]([N:29]=[C:30]=[N:31][CH2:32][CH2:33][CH2:34][N:35]([CH3:36])[CH3:37])[CH3:38].[CH2:50]([Cl:51])[Cl:52].[ClH:27].[NH2:39][CH2:40][CH2:41][CH2:42][S:43][c:44]1[cH:45][cH:46][n:47][cH:48][cH:49]1.[OH:19][N:20]1[C:21](=[O:22])[CH2:23][CH2:24][C:25]1=[O:26]>>[C:1]([CH3:2])([CH3:3])([CH3:4])[c:5]1[cH:6][c:7]([C:8](=[O:9])[NH:39][CH2:40][CH2:41][CH2:42][S:43][c:44]2[cH:45][cH:46][n:47][cH:48][cH:49]2)[cH:11][c:12]([C:15]([CH3:16])([CH3:17])[CH3:18])[c:13]1[OH:14]. The reactants are C1CCOC1, [H-], [Na+], O, Cc1ccc(S(=O)(=O)Cl)cc1, c1cc(OCC2CO2)c2cc[nH]c2c1. Product: Cc1ccc(S(=O)(=O)n2ccc3c(OCC4CO4)cccc32)cc1. Reaction SMILES: [CH2:28]1[O:29][CH2:30][CH2:31][CH2:32]1.[H-:15].[Na+:16].[OH2:33].[S:17](=[O:18])(=[O:19])([c:20]1[cH:21][cH:22][c:23]([CH3:24])[cH:25][cH:26]1)[Cl:27].[nH:1]1[cH:2][cH:3][c:4]2[c:5]([O:10][CH2:11][CH:12]3[CH2:13][O:14]3)[cH:6][cH:7][cH:8][c:9]12>>[n:1]1([S:17](=[O:18])(=[O:19])[c:20]2[cH:21][cH:22][c:23]([CH3:24])[cH:25][cH:26]2)[cH:2][cH:3][c:4]2[c:5]([O:10][CH2:11][CH:12]3[CH2:13][O:14]3)[cH:6][cH:7][cH:8][c:9]12. The reactants are BrC1C(CCCC1=O)C(=O)OC (methyl 2-bromo-3-oxocyclohexanecarboxylate), C(C)(=S)N (thioacetamide). The solvent is CCO (EtOH). The product is CC=1SC2=C(N1)CCCC2C(=O)OC (Methyl 2-methyl-4,5,6,7-tetrahydrobenzo[d]thiazole-7-carboxylate). RXN SMILES: Br[CH:2]1[C:7](=O)[CH2:6][CH2:5][CH2:4][CH:3]1[C:9]([O:11][CH3:12])=[O:10].[C:13]([NH2:16])(=[S:15])[CH3:14]>CCO>[CH3:14][C:13]1[S:15][C:2]2[CH:3]([C:9]([O:11][CH3:12])=[O:10])[CH2:4][CH2:5][CH2:6][C:7]=2[N:16]=1. Reported procedure: A soln. of methyl 2-bromo-3-oxocyclohexanecarboxylate (150 mg, 0.64 mmol) and thioacetamide (53 mg, 0.70 mmol) in EtOH (3 mL) was stirred at 85° C. overnight. Subsequently, the mixture was quenched with aq. sat. NaHCO3 and extracted with EtOAc. The comb. org. layers were washed with brine, dried over MgSO4, and conc. in vacuo. Purification by means of CC (0-40% EtOAc/Hept) provided a yellow oil.